Dataset: the Open Reaction Database (ORD), a public repository of structured organic reaction records. Task: describe an organic reaction: reactants, conditions, products, and yield Reactants: [Br-].FC(C=1C=C(NC2=CC3=CC=CC=[N+]3C=C2)C=CC1)(F)F (2-(3-trifluoromethylanilino)quinolizinium bromide), [OH-].[Na+] (NaOH). Run in O (H2O), O (H2O). Reaction conditions: time 1 hour. Product: FC(C=1C=C(C=CC1)N=C1C=C2C=CC=CN2C=C1)(F)F (2-(3-Trifluoromethylphenylimino)-2H-quinolizine). Reaction SMILES: [Br-].[F:2][C:3]([F:22])([F:21])[C:4]1[CH:5]=[C:6]([CH:18]=[CH:19][CH:20]=1)[NH:7][C:8]1[CH:17]=[CH:16][N+:15]2[C:10](=[CH:11][CH:12]=[CH:13][CH:14]=2)[CH:9]=1.[OH-].[Na+]>O>[F:22][C:3]([F:2])([F:21])[C:4]1[CH:5]=[C:6]([N:7]=[C:8]2[CH:17]=[CH:16][N:15]3[C:10]([CH:11]=[CH:12][CH:13]=[CH:14]3)=[CH:9]2)[CH:18]=[CH:19][CH:20]=1 |f:0.1,2.3|. Procedure details: To a suspension of 2-(3-trifluoromethylanilino)quinolizinium bromide (22 g., 0.060 mole) in H2O (400 ml) was added a solution of NaOH (25 g., 0.62 mole) in H2O (250 ml). The mixture was stirred at about 50° for 1 hour, then chilled and filtered. The yellow product weighed 17 g (97%). The sample was boiled in benzene, filtered and diluted with hexane. Evaporation of the solvent gave yellow crystals which melted at 134°-135°. Reactants: C(=O)C1=CC(=C(C(=O)NCC2=NC=CC=C2)C=C1)C (4-formyl-2-methyl-N-(2-pyridylmethyl)benzoic acid amide), Cl.ON (hydroxyamine hydrochloride). Solvent: C(C)O (ethanol), O (water). The product is ON=CC1=CC(=C(C(=O)NCC2=NC=CC=C2)C=C1)C (4-hydroxyiminomethyl-2-methyl-N-(2-pyridylmethyl)benzoic acid amide). Isolated yield 85.0%. As a reaction SMILES: [CH:1]([C:3]1[CH:18]=[CH:17][C:6]([C:7]([NH:9][CH2:10][C:11]2[CH:16]=[CH:15][CH:14]=[CH:13][N:12]=2)=[O:8])=[C:5]([CH3:19])[CH:4]=1)=O.Cl.[OH:21][NH2:22]>C(O)C.O>[OH:21][N:22]=[CH:1][C:3]1[CH:18]=[CH:17][C:6]([C:7]([NH:9][CH2:10][C:11]2[CH:16]=[CH:15][CH:14]=[CH:13][N:12]=2)=[O:8])=[C:5]([CH3:19])[CH:4]=1 |f:1.2|. Procedure details: In a solution of 0.50 g of 4-formyl-2-methyl-N-(2-pyridylmethyl)benzoic acid amide in 10 ml of ethanol and 5 ml of water, 0.18 g of hydroxyamine hydrochloride was added with stirring at room temperature, and stirred at the same temperature for 12 hours. After the completion of the reaction, solid was filtered off, ethanol was distilled off under reduced pressure, and 30 ml of saturated sodium hydrogen carbonate aqueous solution was added in the remaining aqueous solution. The precipitated crysta... The reactants are N1=CC=CC2=CC=C(C=C12)C=O (7-quinolinecarboxaldehyde), N1=C(C=CC=C1)C1=CC=C(C=O)C=C1 (4-(2-pyridinyl)-benzaldehyde). Yields the product N1=CC=CC2=CC=C(C=C12)/C=C/C=O ((E)-3-(7-Quinolinyl)-2-propenal). As a reaction SMILES: [N:1]1[C:10]2[C:5](=[CH:6][CH:7]=[C:8]([CH:11]=O)[CH:9]=2)[CH:4]=[CH:3][CH:2]=1.N1C=CC=CC=1C1C=C[C:22]([CH:23]=[O:24])=CC=1>>[N:1]1[C:10]2[C:5](=[CH:6][CH:7]=[C:8](/[CH:11]=[CH:22]/[CH:23]=[O:24])[CH:9]=2)[CH:4]=[CH:3][CH:2]=1. Procedure: The title compound was prepared by a procedure analogous to Reference Example 31 by substituting 7-quinolinecarboxaldehyde (prepared as described in J. Med. Chem. 1993, 36, 3308) for the 4-(2-pyridinyl)-benzaldehyde of Reference Example 31. MS 184 (M+H)+. The reactants are CC(=O)CCC(C)=O, CCOC(C)=O, OCCO, Cc1ccc(S(=O)(=O)O)cc1, c1ccccc1. The product is CC(=O)CCC1(C)OCCO1. As a reaction SMILES: [CH3:1][C:2]([CH2:3][CH2:4][C:5]([CH3:6])=[O:7])=[O:8].[CH3:30][CH2:31][O:32][C:33](=[O:34])[CH3:35].[OH:9][CH2:10][CH2:11][OH:12].[c:13]1([CH3:14])[cH:15][cH:16][c:17]([S:18]([OH:19])(=[O:20])=[O:21])[cH:22][cH:23]1.[cH:24]1[cH:25][cH:26][cH:27][cH:28][cH:29]1>>[CH3:1][C:2]([CH2:3][CH2:4][C:5]1([CH3:6])[O:7][CH2:11][CH2:10][O:9]1)=[O:8]. Reactants: CCCCP(CCCC)CCCC, C1CCOC1, Cc1csc(S(=O)(=O)N(CC(C)F)c2cc3c(cc2O)CCC3)n1, O=C(N=NC(=O)N1CCCCC1)N1CCCCC1, CCOC(=O)c1ccc(CO)cn1. Product: CCOC(=O)c1ccc(COc2cc3c(cc2N(CC(C)F)S(=O)(=O)c2nc(C)cs2)CCC3)cn1. As a reaction SMILES: [CH2:25]([P:26]([CH2:27][CH2:28][CH2:29][CH3:30])[CH2:31][CH2:32][CH2:33][CH3:34])[CH2:35][CH2:36][CH3:37].[CH2:69]1[O:70][CH2:71][CH2:72][CH2:73]1.[F:1][CH:2]([CH2:3][N:4]([S:5](=[O:6])(=[O:7])[c:8]1[s:9][cH:10][c:11]([CH3:13])[n:12]1)[c:14]1[cH:15][c:16]2[c:20]([cH:21][c:22]1[OH:23])[CH2:19][CH2:18][CH2:17]2)[CH3:24].[N:51]([C:52]([N:53]1[CH2:54][CH2:55][CH2:56][CH2:57][CH2:58]1)=[O:59])=[N:60][C:61]([N:62]1[CH2:63][CH2:64][CH2:65][CH2:66][CH2:67]1)=[O:68].[OH:38][CH2:39][c:40]1[cH:41][cH:42][c:43]([C:46](=[O:47])[O:48][CH2:49][CH3:50])[n:44][cH:45]1>>[F:1][CH:2]([CH2:3][N:4]([S:5](=[O:6])(=[O:7])[c:8]1[s:9][cH:10][c:11]([CH3:13])[n:12]1)[c:14]1[cH:15][c:16]2[c:20]([cH:21][c:22]1[O:23][CH2:39][c:40]1[cH:41][cH:42][c:43]([C:46](=[O:47])[O:48][CH2:49][CH3:50])[n:44][cH:45]1)[CH2:19][CH2:18][CH2:17]2)[CH3:24]. The reactants are CCOC(=O)COc1cc2c(=O)ccn3c4ccc(Br)cc4c(c1)c23, ClCCl, CCO, [Na+], [OH-]. The product is O=C(O)COc1cc2c(=O)ccn3c4ccc(Br)cc4c(c1)c23. As a reaction SMILES: [Br:1][c:2]1[cH:3][cH:4][c:5]2[n:6]3[c:7]4[c:8]([cH:9][c:10]([O:15][CH2:16][C:17](=[O:18])[O:19][CH2:20][CH3:21])[cH:11][c:12]4[c:13]2[cH:14]1)[c:22](=[O:25])[cH:23][cH:24]3.[CH2:31]([Cl:32])[Cl:33].[CH3:26][CH2:27][OH:28].[Na+:30].[OH-:29]>>[Br:1][c:2]1[cH:3][cH:4][c:5]2[n:6]3[c:7]4[c:8]([cH:9][c:10]([O:15][CH2:16][C:17](=[O:18])[OH:19])[cH:11][c:12]4[c:13]2[cH:14]1)[c:22](=[O:25])[cH:23][cH:24]3. Starting materials: [Cl-], Cc1cc([N+](=O)[O-])cc(C)c1OS(=O)(=O)C(F)(F)F, [Li+], CN(C)C=O. The product is Cc1cc([N+](=O)[O-])cc(C)c1Cl. As a reaction SMILES: [Cl-:21].[F:1][C:2]([F:3])([F:4])[S:5]([O:6][c:7]1[c:8]([CH3:17])[cH:9][c:10]([N+:14](=[O:15])[O-:16])[cH:11][c:12]1[CH3:13])(=[O:18])=[O:19].[Li+:20].[O:22]=[CH:23][N:24]([CH3:25])[CH3:26]>>[c:7]1([Cl:21])[c:8]([CH3:17])[cH:9][c:10]([N+:14](=[O:15])[O-:16])[cH:11][c:12]1[CH3:13]. Reactants: OCC1CCN(CC1)C(=O)OC(C)(C)C (tert-butyl 4-(hydroxymethyl)piperidine-1-carboxylate), [H-].[Na+] (sodium hydride), [H-].[Na+] (sodium hydride), IC (iodomethane), IC (iodomethane). Run in CN(C)C=O (DMF), CN(C)C=O (DMF). Procedure details: A solution of tert-butyl 4-(hydroxymethyl)piperidine-1-carboxylate (0.300 g, 1.395 mmol) in DMF (2.5 mL) was added dropwise to a suspension of sodium hydride (60% dispersion in mineral oil, 0.067 g, 1.674 mmol) in anhydrous DMF (2.5 mL) at 0 C. The reaction mixture was stirred at 0 C for 10 min followed by dropwise addition of iodomethane (86 μL, 1.395 mmol). The mixture was warmed to room temperature and stirred for 18 h. The reaction mixture was re-treated with sodium hydride (60% dispersion i... Reaction conditions: time 10 minute. The yield is 23.1%. The product is COCC1CCN(CC1)C(=O)OC(C)(C)C (tert-Butyl 4-(methoxymethyl)piperidine-1-carboxylate). Reaction SMILES: [OH:1][CH2:2][CH:3]1[CH2:8][CH2:7][N:6]([C:9]([O:11][C:12]([CH3:15])([CH3:14])[CH3:13])=[O:10])[CH2:5][CH2:4]1.[H-].[Na+].I[CH3:19]>CN(C=O)C>[CH3:19][O:1][CH2:2][CH:3]1[CH2:8][CH2:7][N:6]([C:9]([O:11][C:12]([CH3:15])([CH3:14])[CH3:13])=[O:10])[CH2:5][CH2:4]1 |f:1.2|. Reactants: ClC1=CC(=CC=2C(OC(NC21)=O)(C)C)OCCCCSC2=CC=C(C=C2)Cl (8-chloro-6-[4-(4-chloro-phenylmercapto)-butoxy]-4,4-dimethyl-4H-3,1-benzoxazin-2-one), OO (hydrogen peroxide). The product is ClC1=CC=C(C=C1)S(=O)CCCCOC=1C=C(C2=C(C(OC(N2)=O)(C)C)C1)Cl (6-[4-(4-Chloro-phenylsulfinyl)-butoxy]-8-chloro-4,4-dimethyl-4H-3,1-benzoxazin-2-one). As a reaction SMILES: [Cl:1][C:2]1[C:11]2[NH:10][C:9](=[O:12])[O:8][C:7]([CH3:14])([CH3:13])[C:6]=2[CH:5]=[C:4]([O:15][CH2:16][CH2:17][CH2:18][CH2:19][S:20][C:21]2[CH:26]=[CH:25][C:24]([Cl:27])=[CH:23][CH:22]=2)[CH:3]=1.[OH:28]O>>[Cl:27][C:24]1[CH:23]=[CH:22][C:21]([S:20]([CH2:19][CH2:18][CH2:17][CH2:16][O:15][C:4]2[CH:3]=[C:2]([Cl:1])[C:11]3[NH:10][C:9](=[O:12])[O:8][C:7]([CH3:14])([CH3:13])[C:6]=3[CH:5]=2)=[O:28])=[CH:26][CH:25]=1. Procedure details: Prepared analogously to Example 2 from 8-chloro-6-[4-(4-chloro-phenylmercapto)-butoxy]-4,4-dimethyl-4H-3,1-benzoxazin-2-one and hydrogen peroxide. Starting materials: COC(=O)C1(CCC1)CNC1CCCC1 (1-cyclopentylaminomethyl-cyclobutanecarboxylic acid methyl ester), ClC1=NC=C(C(=N1)Cl)[N+](=O)[O-] (2,4-dichloro-5-nitropyrimidine), C(=O)([O-])[O-].[K+].[K+] (K2CO3). The solvent is CC(=O)C (acetone). Product: COC(=O)C1(CCC1)CN(C1CCCC1)C1=NC(=NC=C1[N+](=O)[O-])Cl (1-{[(2-chloro-5-nitro-pyrimidin-4-yl)-cyclopentyl-amino]-methyl}-cyclobutanecarboxylic acid methyl ester). As a reaction SMILES: [CH3:1][O:2][C:3]([C:5]1([CH2:9][NH:10][CH:11]2[CH2:15][CH2:14][CH2:13][CH2:12]2)[CH2:8][CH2:7][CH2:6]1)=[O:4].[Cl:16][C:17]1[N:22]=[C:21](Cl)[C:20]([N+:24]([O-:26])=[O:25])=[CH:19][N:18]=1.C([O-])([O-])=O.[K+].[K+]>CC(C)=O>[CH3:1][O:2][C:3]([C:5]1([CH2:9][N:10]([C:19]2[C:20]([N+:24]([O-:26])=[O:25])=[CH:21][N:22]=[C:17]([Cl:16])[N:18]=2)[CH:11]2[CH2:15][CH2:14][CH2:13][CH2:12]2)[CH2:8][CH2:7][CH2:6]1)=[O:4] |f:2.3.4|. Procedure: Reaction of 1-cyclopentylaminomethyl-cyclobutanecarboxylic acid methyl ester with 2,4-dichloro-5-nitropyrimidine and K2CO3 in acetone gave 1-{[(2-chloro-5-nitro-pyrimidin-4-yl)-cyclopentyl-amino]-methyl}-cyclobutanecarboxylic acid methyl ester